From a dataset of the Open Reaction Database (ORD), a public repository of structured organic reaction records. describe an organic reaction: reactants, conditions, products, and yield The reactants are NC=1C=CC=2C3=C(NC2C1)C(=CC(=N3)C3=CC(=CC=C3)C(F)(F)F)C(=O)N (7-amino-2-(3-(trifluoromethyl)phenyl)-5H-pyrido[3,2-b]indole-4-carboxamide), Cl.ClCCN(C(C)(C)C)CCCl (N,N-bis(2-chloroethyl)-2-methylpropan-2-amine hydrochloride), C(=O)([O-])[O-].[Na+].[Na+] (Na2CO3). Solvent: CC(C)(C)O (t-BuOH). Yields the product C(C)(C)(C)N1CCN(CC1)C=1C=CC=2C3=C(NC2C1)C(=CC(=N3)C3=CC(=CC=C3)C(F)(F)F)C(=O)N (7-(4-tert-butylpiperazin-1-yl)-2-(3-(trifluoromethyl)phenyl)-5H-pyrido[3,2-b]indole-4-carboxamide). The yield is 31.7%. Reaction SMILES: [NH2:1][C:2]1[CH:3]=[CH:4][C:5]2[C:6]3[N:14]=[C:13]([C:15]4[CH:20]=[CH:19][CH:18]=[C:17]([C:21]([F:24])([F:23])[F:22])[CH:16]=4)[CH:12]=[C:11]([C:25]([NH2:27])=[O:26])[C:7]=3[NH:8][C:9]=2[CH:10]=1.Cl.Cl[CH2:30][CH2:31][N:32]([CH2:37][CH2:38]Cl)[C:33]([CH3:36])([CH3:35])[CH3:34].C([O-])([O-])=O.[Na+].[Na+]>CC(O)(C)C>[C:33]([N:32]1[CH2:37][CH2:38][N:1]([C:2]2[CH:3]=[CH:4][C:5]3[C:6]4[N:14]=[C:13]([C:15]5[CH:20]=[CH:19][CH:18]=[C:17]([C:21]([F:24])([F:23])[F:22])[CH:16]=5)[CH:12]=[C:11]([C:25]([NH2:27])=[O:26])[C:7]=4[NH:8][C:9]=3[CH:10]=2)[CH2:30][CH2:31]1)([CH3:36])([CH3:35])[CH3:34] |f:1.2,3.4.5|. Procedure details: A mixture of 7-amino-2-(3-(trifluoromethyl)phenyl)-5H-pyrido[3,2-b]indole-4-carboxamide (90 mg, 0.243 mmol), N,N-bis(2-chloroethyl)-2-methylpropan-2-amine hydrochloride (114 mg, 0.486 mmol) and Na2CO3 (129 mg, 1.22 mmol) in t-BuOH (2 mL) was heated at reflux overnight. Purification by HPLC gave 7-(4-tert-butylpiperazin-1-yl)-2-(3-(trifluoromethyl)phenyl)-5H-pyrido[3,2-b]indole-4-carboxamide (40 mg, 0.077 mmol, 32% yield). MS (ESI) m/z 496.2 (M+H). 1H NMR (500 MHz, DMSO-d6) δ ppm 11.30 (1H, s), 8... Procedure details: The title compound was prepared in an analogous fashion to that described in Example 8 using (R)-3-bromo-N-(4-(chlorodifluoromethoxy)phenyl)-4-(3-hydroxypyrrolidin-1-yl)benzamide (Stage 20.1) and 1-(Tetrahydro-2H-pyran-2-yl)-1H-pyrazole-5-boronic acid pinacol ester to afford an off-white solid. UPLC-MS (Condition 3) tR=0.99 min, m/z=449.0 [M+H]+, m/z=493.0 [M+formic acid-H]−; 1H NMR (400 MHz, DMSO-d6) δ ppm 1.67-1.79 (m, 1H) 1.80-1.92 (m, 1H) 2.72 (d, J=10.88 Hz, 1H) 3.03-3.18 (m, 2H) 3.19-3.30 ... The reactants are BrC=1C=C(C(=O)NC2=CC=C(C=C2)OC(F)(F)Cl)C=CC1N1C[C@@H](CC1)O ((R)-3-bromo-N-(4-(chlorodifluoromethoxy)phenyl)-4-(3-hydroxypyrrolidin-1-yl)benzamide), O1C(CCCC1)N1N=CC=C1B1OC(C)(C)C(C)(C)O1 (1-(Tetrahydro-2H-pyran-2-yl)-1H-pyrazole-5-boronic acid pinacol ester), formic acid-H. The product is ClC(OC1=CC=C(C=C1)NC(C1=CC(=C(C=C1)N1C[C@@H](CC1)O)C1=CC=NN1)=O)(F)F ((R)—N-(4-(Chlorodifluoromethoxy)phenyl)-4-(3-hydroxypyrrolidin-1-yl)-3-(1H-pyrazol-5-yl)benzamide). As a reaction SMILES: Br[C:2]1[CH:3]=[C:4]([CH:19]=[CH:20][C:21]=1[N:22]1[CH2:26][CH2:25][C@@H:24]([OH:27])[CH2:23]1)[C:5]([NH:7][C:8]1[CH:13]=[CH:12][C:11]([O:14][C:15]([Cl:18])([F:17])[F:16])=[CH:10][CH:9]=1)=[O:6].O1CCCCC1[N:34]1[C:38](B2OC(C)(C)C(C)(C)O2)=[CH:37][CH:36]=[N:35]1>>[Cl:18][C:15]([F:17])([F:16])[O:14][C:11]1[CH:12]=[CH:13][C:8]([NH:7][C:5](=[O:6])[C:4]2[CH:19]=[CH:20][C:21]([N:22]3[CH2:26][CH2:25][C@@H:24]([OH:27])[CH2:23]3)=[C:2]([C:36]3[NH:35][N:34]=[CH:38][CH:37]=3)[CH:3]=2)=[CH:9][CH:10]=1. Reactants: Br (hydrobromic acid), O1COC2=C1C=CC(=C2)C(C(=O)O)O (2-(1,3-benzodioxol-5-yl)-2-hydroxyacetic acid). Solvent: C1(=CC=CC=C1)C (toluene), ClCCl (dichloromethane). Reaction conditions: time 4 hour. Product: O1COC2=C1C=CC(=C2)C(C(=O)O)Br (2-(1,3-Benzodioxol-5-yl)-2-bromoacetic acid). Reaction SMILES: [BrH:1].[O:2]1[C:6]2[CH:7]=[CH:8][C:9]([CH:11](O)[C:12]([OH:14])=[O:13])=[CH:10][C:5]=2[O:4][CH2:3]1>C1(C)C=CC=CC=1.ClCCl>[O:2]1[C:6]2[CH:7]=[CH:8][C:9]([CH:11]([Br:1])[C:12]([OH:14])=[O:13])=[CH:10][C:5]=2[O:4][CH2:3]1. Reported procedure: 62% Aqueous hydrobromic acid (220 ml) was added slowly to a stirred suspension of 2-(1,3-benzodioxol-5-yl)-2-hydroxyacetic acid (see J Org Chem, 50(23), 4523-6, 1985; 82.4 g) in a mixture of toluene (500 ml) and dichloromethane (1 liter). The mixture was stirred vigorously for 4 h. The aqueous layer was separated and removed and the organics were dried (MgSO4) and concentrated to give a brown oil. The oil crystallised over a 24 h period to give 105.3 g of the title compound. Starting materials: CCO, Cc1nn(-c2cc([N+](=O)[O-])c(Cl)cc2F)c(Cl)c1Br, Cl, [Fe], O. Product: Cc1nn(-c2cc(N)c(Cl)cc2F)c(Cl)c1Br. As a reaction SMILES: [CH3:20][CH2:21][OH:22].[Cl:1][c:2]1[cH:3][c:4]([F:19])[c:5](-[n:11]2[n:12][c:13]([CH3:18])[c:14]([Br:17])[c:15]2[Cl:16])[cH:6][c:7]1[N+:8]([O-:9])=[O:10].[ClH:23].[Fe:24].[OH2:25]>>[Cl:1][c:2]1[cH:3][c:4]([F:19])[c:5](-[n:11]2[n:12][c:13]([CH3:18])[c:14]([Br:17])[c:15]2[Cl:16])[cH:6][c:7]1[NH2:8]. The reactants are C(=O)NC1=CC=C2CCC(OC2=C1)C(=O)OCC (ethyl 7-(formylamino)chroman-2-carboxylate), solution, [H-].[Al+3].[Li+].[H-].[H-].[H-] (lithium aluminum hydride). Run in C1CCOC1 (THF), C1CCOC1 (THF). Conditions: time 4 hour. Yields the product CNC1=CC=C2CCC(OC2=C1)CO ([7-(Methylamino)-3,4-dihydro-2H-chromen-2-yl]methanol). Isolated yield 97.5%. Reaction SMILES: [CH:1]([NH:3][C:4]1[CH:13]=[C:12]2[C:7]([CH2:8][CH2:9][CH:10]([C:14](OCC)=[O:15])[O:11]2)=[CH:6][CH:5]=1)=O.[H-].[Al+3].[Li+].[H-].[H-].[H-]>C1COCC1>[CH3:1][NH:3][C:4]1[CH:13]=[C:12]2[C:7]([CH2:8][CH2:9][CH:10]([CH2:14][OH:15])[O:11]2)=[CH:6][CH:5]=1 |f:1.2.3.4.5.6|. Procedure details: A solution of ethyl 7-(formylamino)chroman-2-carboxylate (1.54 g; 6.00 mmol) in anhydrous THF, under nitrogen, is treated dropwise with a 1 M solution of lithium aluminum hydride in THF (30 mL; 30 mmol), stirred at ambient temperature for 4 h, quenched with a 10% solution of water in THF, with cooling as necessary to maintain room temperature, poured into water and extracted with ethyl acetate. The combined extracts are washed with brine, dried over MgSO4 and concentrated in vacuo to afford the ... Reactants: C1(=CC=CC=C1)S[C@H]1[C@H](OC(C)=O)[C@@H](OC(C)=O)[C@@H](OC(C)=O)[C@H](O1)COC(C)=O (1-deoxy-1-(phenylthio)-2,3,4,6-tetra-O-acetyl-β-D-galactopyranose), C(=O)([O-])[O-].[K+].[K+] (K2CO3). Solvent: CO (MeOH). Conditions: time 15 minute. The product is C1(=CC=CC=C1)S[C@H]1[C@H](O)[C@@H](O)[C@@H](O)[C@H](O1)CO (1-deoxy-1-(phenylthio)-β-D-galactopyranose). As a reaction SMILES: [C:1]1([S:7][C@@H:8]2[O:25][C@H:24]([CH2:26][O:27]C(=O)C)[C@H:19]([O:20]C(=O)C)[C@H:14]([O:15]C(=O)C)[C@H:9]2[O:10]C(=O)C)[CH:6]=[CH:5][CH:4]=[CH:3][CH:2]=1.C([O-])([O-])=O.[K+].[K+]>CO>[C:1]1([S:7][C@@H:8]2[O:25][C@H:24]([CH2:26][OH:27])[C@H:19]([OH:20])[C@H:14]([OH:15])[C@H:9]2[OH:10])[CH:2]=[CH:3][CH:4]=[CH:5][CH:6]=1 |f:1.2.3|. Procedure details: To a solution of thioglycoside 39 (1.10 g, 2.5 mmol) in 50 mL of MeOH is added K2CO3 in small portions, until the reaction mixture tested basic to pH paper (pH 11). The reaction mixture is stirred at room temperature for 15 min and then neutralized with Amberlite resin (acid form). The resin is removed by filtration and washed with MeOH (2×50 mL). The filtrates are concentrated and azeotroped from toluene to remove the residue MeOH to afford 1-deoxy-1-(phenylthio)-β-D-galactopyranose which is ta... Product: [O-][N+]1=C(C(=NO1)OCCC(=O)N[C@H](C(=O)OC(C)(C)C)CCC(=O)OC(C)(C)C)S(=O)(=O)C1=CC=CC=C1 (Di-tert-butyl (2S)-2-[(3-{[5-oxido-4-(phenylsulphonyl)-1,2,5-oxadiazol-3-yl]-oxy}-propionyl)-amino]-pentanedioate). RXN SMILES: [O-:1][N+:2]1[O:6][N:5]=[C:4]([O:7][CH2:8][CH2:9][C:10]([OH:12])=O)[C:3]=1[S:13]([C:16]1[CH:21]=[CH:20][CH:19]=[CH:18][CH:17]=1)(=[O:15])=[O:14].[NH2:22][C@H:23]([C:29]([OH:31])=[O:30])[CH2:24][CH2:25][C:26]([OH:28])=[O:27].[C:32]([ClH]C(C)(C)C)([CH3:35])([CH3:34])[CH3:33].CCN=C=N[CH2:46][CH2:47][CH2:48]N(C)C.[CH3:52]CN(C(C)C)C(C)C.C1C=CC2N(O)N=NC=2C=1>CN(C=O)C>[O-:1][N+:2]1[O:6][N:5]=[C:4]([O:7][CH2:8][CH2:9][C:10]([NH:22][C@@H:23]([CH2:24][CH2:25][C:26]([O:28][C:47]([CH3:48])([CH3:52])[CH3:46])=[O:27])[C:29]([O:31][C:32]([CH3:35])([CH3:34])[CH3:33])=[O:30])=[O:12])[C:3]=1[S:13]([C:16]1[CH:21]=[CH:20][CH:19]=[CH:18][CH:17]=1)(=[O:15])=[O:14] |f:1.2|. Conditions: time 72 hour. The solvent is CN(C)C=O (DMF). Reported procedure: A solution prepared from the compound B4 obtained in Step B of Example 1 (2.5 g-8 mmol), di-tert-butyl hydrochloride L-glutamate (2.36 g-8 mmol), EDCI (1.62 g-8 mmol), DIEA (1.32 ml-8 mmol) and HOBT (1.1 g-8 mmol) in 100 ml of anhydrous DMF is stirred for 72 hours at ambient temperature. The DMF is removed by distillation and then the residue is taken up in 100 ml of water and 100 ml of ethyl acetate. The organic phase is washed with 5% NaHCO3 solution and then with water, dried over Na2SO4 and ... Reactants: [O-][N+]1=C(C(=NO1)OCCC(=O)O)S(=O)(=O)C1=CC=CC=C1 (3-[(5-Oxido-4-(phenylsulphonyl)-1,2,5-oxadiazol-3-yl)-oxy]-propionic acid), di-tert-butyl hydrochloride L-glutamate, CCN=C=NCCCN(C)C (EDCI), CCN(C(C)C)C(C)C (DIEA), C=1C=CC2=C(C1)N=NN2O (HOBT). Reactants: CC1=NC=NC=C1 (4-methylpyrimidine), COC(N(C)C)OC (N,N-dimethylformamide dimethylacetal). The solvent is CN(C)C=O (DMF). Run at temperature 140 celsius, time 24 hour. The product is CN(\C=C\C1=NC=NC=C1)C (dimethyl-[(E)-2-(4-pyrimidinyl)vinyl]amine). Isolated yield 95.1%. RXN SMILES: [CH3:1][C:2]1[CH:7]=[CH:6][N:5]=[CH:4][N:3]=1.CO[CH:10](OC)[N:11]([CH3:13])[CH3:12]>CN(C=O)C>[CH3:10][N:11]([CH3:13])/[CH:12]=[CH:1]/[C:2]1[CH:7]=[CH:6][N:5]=[CH:4][N:3]=1. Reported procedure: A mixture of 10 g of 4-methylpyrimidine, 38 g of N,N-dimethylformamide dimethylacetal (DMFDMA) and 46.6 g of DMF was stirred in a sealed tube at 140° C. for 24 hours. The reaction solution was cooled and the solvent was distilled off under reduced pressure to provide 15.08 g (yield: 95%) of the title compound as brown crystal. The reactants are C[C@@H]1C[C@H]2[C@@H]3CCC4=CC(=O)C=C[C@@]4([C@]3([C@H](C[C@@]2([C@]1(C(=O)CO)O)C)O)F)C (Dexamethasone), O[C@@]1(C(C)=O)C(C[C@H]2[C@@H]3CCC4=CC(C=C[C@]4(C)C3=CC[C@]12C)=O)=C (17β-hydroxy-16-methylenepregna-1,4,9(11)-triene-3,20-dione), 17α,21-dihydroxy-16-methylenepregna-1,4,9(11)-triene-3,20-dione 21-acetate, 17α,21-dihydroxy-16α-methylpregna-1,4,9(11)-triene-3,20-dione 21-acetate, 17α,21-Dihydroxy-16α-methylpregna-1,4,9(11)-triene-3,20-dione 21-acetate. Product: O1[C@]23[C@]4(C=CC(C=C4CC[C@H]2[C@@H]2C[C@H]([C@](C(CO)=O)([C@]2(C[C@@H]31)C)O)C)=O)C (9β,11β-epoxy-17α,21-dihydroxy-16α-methylpregna-1,4-diene-3,20-dione). RXN SMILES: [CH3:1][C@H:2]1[C@:19]([OH:24])([C:20]([CH2:22][OH:23])=[O:21])[C@:18]2([CH3:25])[C@H:4]([C@H:5]3[C@:15](F)([C@@H:16]([OH:26])[CH2:17]2)[C@:14]2([CH3:28])[C:8](=[CH:9][C:10]([CH:12]=[CH:13]2)=[O:11])[CH2:7][CH2:6]3)[CH2:3]1.O[C@@]1([C@]2(C)[C@H]([C@H]3C(=CC2)[C@]2(C)C(=CC(=O)C=C2)CC3)CC1=C)C(=O)C>>[O:26]1[C@@H:16]2[C@:15]31[C@H:5]([C@H:4]1[C@:18]([CH3:25])([CH2:17]2)[C@@:19]([OH:24])([C:20](=[O:21])[CH2:22][OH:23])[C@H:2]([CH3:1])[CH2:3]1)[CH2:6][CH2:7][C:8]1[C@:14]3([CH3:28])[CH:13]=[CH:12][C:10](=[O:11])[CH:9]=1. Reported procedure: Dexamethasone (9α-fluoro-11β,17α,21-trihydroxy-16α-methylpregna-1,4-diene-3,20-dione) can also be prepared from 17β-hydroxy-16-methylenepregna-1,4,9(11)-triene-3,20-dione (VI) by first transforming it to 17α,21-dihydroxy-16-methylenepregna-1,4,9(11)-triene-3,20-dione 21-acetate as described above and next transforming it to 17α,21-dihydroxy-16α-methylpregna-1,4,9(11)-triene-3,20-dione 21-acetate by the process of U.S. Pat. No. 3,130,209. 17α,21-Dihydroxy-16α-methylpregna-1,4,9(11)-triene-3,20-di... Starting materials: CN(C=O)C (dimethylformamide), BrC1=CC=CC(=N1)C1=NC(=CC(=C1)C1=CC=C(C=C1)OC)C1=NC=CC=C1 (6-bromo-4'-(4-methoxyphenyl)-2,2':6',2"-terpyridine), C(CCC)[Li] (n-butyl lithium). The solvent is O1CCCC1 (THF), O1CCCC1 (THF), O1CCCC1 (tetrahydrofuran). The product is COC1=CC=C(C=C1)C1=CC(=NC(=C1)C1=NC=CC=C1)C1=NC(=CC=C1)C=O (4'-(4-Methoxyphenyl)-2,2':6',2"-terpyridine-6-carboxaldehyde). RXN SMILES: Br[C:2]1[N:7]=[C:6]([C:8]2[CH:13]=[C:12]([C:14]3[CH:19]=[CH:18][C:17]([O:20][CH3:21])=[CH:16][CH:15]=3)[CH:11]=[C:10]([C:22]3[CH:27]=[CH:26][CH:25]=[CH:24][N:23]=3)[N:9]=2)[CH:5]=[CH:4][CH:3]=1.C([Li])CCC.CN(C)[CH:35]=[O:36]>O1CCCC1>[CH3:21][O:20][C:17]1[CH:18]=[CH:19][C:14]([C:12]2[CH:11]=[C:10]([C:22]3[CH:27]=[CH:26][CH:25]=[CH:24][N:23]=3)[N:9]=[C:8]([C:6]3[CH:5]=[CH:4][CH:3]=[C:2]([CH:35]=[O:36])[N:7]=3)[CH:13]=2)=[CH:15][CH:16]=1. Procedure: A solution of 6-bromo-4'-(4-methoxyphenyl)-2,2':6',2"-terpyridine (15.1 mmol) in 100 mL of dry THF is added dropwise to a solution of n-butyl lithium (15.5 mmol) in 20 mL of tetrahydrofuran (THF) at -78° C. under H2 over 12 minutes. After 10 minutes the reaction mixture is treated with dimethylformamide (7.5 mL) in THF (15 mL), and quenched after 15 minutes with aqueous 10% HCl. The product is extracted into cold chloroform which is washed with saturated sodium chloride solution, filtered, and t...